Dataset: the Open Reaction Database (ORD), a public repository of structured organic reaction records. Task: describe an organic reaction: reactants, conditions, products, and yield Reactants: ice, C1(=CC=CC=C1)C1=NC2=CC=CC=C2C(N1)=O (2-phenylquinazolin-4(3H)-one), S(=O)(Cl)Cl (thionyl chloride), ice, CN(C=O)C (dimethylformamide). Solvent: C(Cl)Cl (methylene chloride). The product is ClC1=NC(=NC2=CC=CC=C12)C1=CC=CC=C1 (4-chloro-2-phenylquinazoline). Reaction SMILES: [C:1]1([C:7]2[NH:16][C:15](=O)[C:14]3[C:9](=[CH:10][CH:11]=[CH:12][CH:13]=3)[N:8]=2)[CH:6]=[CH:5][CH:4]=[CH:3][CH:2]=1.S(Cl)([Cl:20])=O.CN(C)C=O>C(Cl)Cl>[Cl:20][C:15]1[C:14]2[C:9](=[CH:10][CH:11]=[CH:12][CH:13]=2)[N:8]=[C:7]([C:1]2[CH:6]=[CH:5][CH:4]=[CH:3][CH:2]=2)[N:16]=1. Procedure details: To a mixture of 20.8 g of 2-phenylquinazolin-4(3H)-one and 195 ml of thionyl chloride was slowly added 6.85 g of dimethylformamide and the mixture was heated under reflux for 75 minutes. The mixture was poured into 1000 ml of ice and the ice allowed to melt. The precipitate was collected by filtration to give a tan solid, m.p. 135°. The still-moist solid was dissolved in methylene chloride, the solution was dried over magnesium sulfate and was filtered. The filtrate was evaporated to dryness and... Reactants: BrC1=C2C=CN=CC2=C(C=C1)Br (5,8-dibromoisoquinoline), O1CCCC1 (tetrahydrofuran), C(CCC)[Li] (n-butyllithium). Run at time 15 minute. Yields the product BrC1=CC=C(C=2C=CN=CC12)C=O (8-bromo-5-isoquinolinecarboxaldehyde). RXN SMILES: Br[C:2]1[CH:11]=[CH:10][C:9]([Br:12])=[C:8]2[C:3]=1[CH:4]=[CH:5][N:6]=[CH:7]2.C([Li])CCC.[O:18]1CCC[CH2:19]1>>[Br:12][C:9]1[C:8]2[CH:7]=[N:6][CH:5]=[CH:4][C:3]=2[C:2]([CH:19]=[O:18])=[CH:11][CH:10]=1. Procedure: To a stirred mixture of 5,8-dibromoisoquinoline (4.0 g. 13.9 mmol) in tetrahydrofuran (120 mL) at −78° C. under nitrogen atmosphere was added dropwise a solution of n-butyllithium (2.3 M in hexane, 7.3 mL, 16.8 mmol). The reaction mixture turned dark. After stirring for 15 minutes, the reaction mixture was quenched by adding N,N-dimethylformamide (4.0 mL). After stirring at −78° C. for an additional 1 h, the reaction mixture was quenched with water, extracted with mixture of ethyl acetate/hexane... The reactants are BrCCNC(OC(C)(C)C)=O (tert-butyl (2-bromoethyl)carbamate), FC1=CC=C(C=C1)C1(CCC1)C1=NCCC2=CC=C(C=C12)O (1-[1-(4-fluorophenyl)cyclobutyl]-3,4-dihydroisoquinolin-7-ol), [H-].[Na+] (Sodium hydride). Solvent: CN(C=O)C (dimethylformamide), CCCCCC (n-hexane), CN(C=O)C (Dimethylformamide). The product is FC1=CC=C(C=C1)C1(CCC1)C1=NCCC2=CC=C(C=C12)OCCNC(OC(C)(C)C)=O (tert-Butyl [2-({1-[1-(4-fluorophenyl)cyclobutyl]-3,4-dihydroisoquinolin-7-yl}oxy)ethyl]carbamate). RXN SMILES: [H-].[Na+].[F:3][C:4]1[CH:9]=[CH:8][C:7]([C:10]2([C:14]3[C:23]4[C:18](=[CH:19][CH:20]=[C:21]([OH:24])[CH:22]=4)[CH2:17][CH2:16][N:15]=3)[CH2:13][CH2:12][CH2:11]2)=[CH:6][CH:5]=1.Br[CH2:26][CH2:27][NH:28][C:29](=[O:35])[O:30][C:31]([CH3:34])([CH3:33])[CH3:32]>CCCCCC.CN(C)C=O>[F:3][C:4]1[CH:5]=[CH:6][C:7]([C:10]2([C:14]3[C:23]4[C:18](=[CH:19][CH:20]=[C:21]([O:24][CH2:26][CH2:27][NH:28][C:29](=[O:35])[O:30][C:31]([CH3:34])([CH3:33])[CH3:32])[CH:22]=4)[CH2:17][CH2:16][N:15]=3)[CH2:13][CH2:12][CH2:11]2)=[CH:8][CH:9]=1 |f:0.1|. Procedure: Sodium hydride (0.626 g, 15.64 mmol, 60% suspension in mineral oil) was washed under dry conditions under nitrogen atmosphere with n-hexane. Dimethylformamide (20 mL) was added followed by 1-[1-(4-fluorophenyl)cyclobutyl]-3,4-dihydroisoquinolin-7-ol (2.1 g, 7.11 mmol) under stirring. After the exothermic reaction had ceased stirring was continued at room temperature for 1 h before tert-butyl (2-bromoethyl)carbamate (4.78 g, 21.33 mmol) was added dropwise as a solution in dimethylformamide (10 mL... The reactants are C([O-])([O-])=O.[K+].[K+] (potassium carbonate), OC1=CC=C(C2=C1OC1=C2C=CC=C1)C=O (4-hydroxy dibenzo[b,d]furan-1-carbaldehyde), C(C1=CC=CC=C1)Br (benzyl bromide). Run in O (water), CN(C)C=O (DMF). Reaction conditions: temperature 80 celsius, time 10 minute. The product is C(C1=CC=CC=C1)OC1=CC=C(C2=C1OC1=C2C=CC=C1)C=O (4-benzyloxy dibenzo[b,d]furan-1-carbaldehyde). The yield is 90.8%. Reaction SMILES: [OH:1][C:2]1[C:7]2[O:8][C:9]3[CH:14]=[CH:13][CH:12]=[CH:11][C:10]=3[C:6]=2[C:5]([CH:15]=[O:16])=[CH:4][CH:3]=1.C(=O)([O-])[O-].[K+].[K+].[CH2:23](Br)[C:24]1[CH:29]=[CH:28][CH:27]=[CH:26][CH:25]=1>CN(C=O)C.O>[CH2:23]([O:1][C:2]1[C:7]2[O:8][C:9]3[CH:14]=[CH:13][CH:12]=[CH:11][C:10]=3[C:6]=2[C:5]([CH:15]=[O:16])=[CH:4][CH:3]=1)[C:24]1[CH:29]=[CH:28][CH:27]=[CH:26][CH:25]=1 |f:1.2.3|. Reported procedure: Intermediate 19 (1 gm, 5.10 mmol) was dissolved in dry DMF (10 ml). Anhydrous potassium carbonate (1.05 gm, 7.65 mmol) was added to the above solution and was stirred for 10 min. at 80° C. To this was added benzyl bromide (0.87 gm, 5.10 mmol) and the reaction mixture was stirred for 2 h. The reaction mixture was cooled to room temperature and diluted with water (100 ml) and extracted with ethyl acetate (3×50 ml). The organic extract was washed with water (50 ml) and brine solution (25 ml) and dr... Reactants: C(C)(=O)N1CCC2(CC1)C(C1=CC(=CC=C1C2)[N+](=O)[O-])=O (1'-acetyl-1,3-dihydro-1-oxo-6-nitrospiro[2H-indene-2,4'-piperidine]), Cl (hydrochloric acid), Cl (hydrochloric acid). Run in C(C)O (ethanol). The product is Cl.[N+](=O)([O-])C1=CC=C2CC3(CCNCC3)C(C2=C1)=O (1,3-Dihydro-6-nitro-1-oxo-spiro[2H-indene-2,4'-piperidine]hydrochloride). Isolated yield 74.5%. Reaction SMILES: C([N:4]1[CH2:9][CH2:8][C:7]2([CH2:17][C:16]3[C:11](=[CH:12][C:13]([N+:18]([O-:20])=[O:19])=[CH:14][CH:15]=3)[C:10]2=[O:21])[CH2:6][CH2:5]1)(=O)C.[ClH:22]>C(O)C>[ClH:22].[N+:18]([C:13]1[CH:12]=[C:11]2[C:16]([CH2:17][C:7]3([C:10]2=[O:21])[CH2:8][CH2:9][NH:4][CH2:5][CH2:6]3)=[CH:15][CH:14]=1)([O-:20])=[O:19] |f:3.4|. Reported procedure: A solution of 0.216 g (0.75 mmol) 1'-acetyl-1,3-dihydro-1-oxo-6-nitrospiro[2H-indene-2,4'-piperidine] and 2 ml (6 mmol) 3N hydrochloric acid in 6 ml ethanol was heated at reflux for 18 hours. Another 0.2 ml (0.6 mmol) 3N hydrochloric acid was added and the solution was heated at reflux for 4 hours, then cooled to room temperature to give a white precipitate. The precipitate was filtered off, washed with ethanol, and dried to give 0.158 g (74%) product.